This data is from the Open Reaction Database (ORD), a public repository of structured organic reaction records. The task is: describe an organic reaction: reactants, conditions, products, and yield Reactants: Br, O=C([O-])O, COc1ccc(-n2cc(-c3ccccn3)cc(-c3ccccc3Cl)c2=O)cc1, [Na+]. The product is O=c1c(-c2ccccc2Cl)cc(-c2ccccn2)cn1-c1ccc(O)cc1. As a reaction SMILES: [BrH:29].[C:30](=[O:31])([OH:32])[O-:33].[Cl:1][c:2]1[c:3](-[c:8]2[c:9](=[O:28])[n:10](-[c:20]3[cH:21][cH:22][c:23]([O:26][CH3:27])[cH:24][cH:25]3)[cH:11][c:12](-[c:14]3[n:15][cH:16][cH:17][cH:18][cH:19]3)[cH:13]2)[cH:4][cH:5][cH:6][cH:7]1.[Na+:34]>>[Cl:1][c:2]1[c:3](-[c:8]2[c:9](=[O:28])[n:10](-[c:20]3[cH:21][cH:22][c:23]([OH:26])[cH:24][cH:25]3)[cH:11][c:12](-[c:14]3[n:15][cH:16][cH:17][cH:18][cH:19]3)[cH:13]2)[cH:4][cH:5][cH:6][cH:7]1. The reactants are N[C@H]1[C@@H](CN(CC1)C(CC(C(=O)N(C)C)(C1=CC=CC=C1)C1=CC=CC=C1)C)O (trans-4-amino-3-hydroxy-N,N,γ-trimethyl-α,α-diphenyl-1-piperidinebutanamide), NC1=CC(=C(C(=O)O)C=C1C#N)O (4-amino-5-cyano-2-hydroxybenzoic acid), ClC(Cl)Cl (trichloromethane), N,N'-methanetetraylbis[cyclohexanamine], C(C)(=O)O (acetic acid). The solvent is O (water). Yields the product O.NC1=CC(=C(C(=O)N[C@H]2[C@@H](CN(CC2)C(CC(C(=O)N(C)C)(C2=CC=CC=C2)C2=CC=CC=C2)C)O)C=C1C#N)O (trans-4-[(4-amino-5-cyano-2-hydroxybenzoyl)amino]-3-hydroxy-N,N,γ-trimethyl-α,α-diphenyl-1-piperidinebutanamide monohydrate). Isolated yield 10.0%. Reaction SMILES: [NH2:1][C@@H:2]1[CH2:7][CH2:6][N:5]([CH:8]([CH3:28])[CH2:9][C:10]([C:22]2[CH:27]=[CH:26][CH:25]=[CH:24][CH:23]=2)([C:16]2[CH:21]=[CH:20][CH:19]=[CH:18][CH:17]=2)[C:11]([N:13]([CH3:15])[CH3:14])=[O:12])[CH2:4][C@H:3]1[OH:29].[NH2:30][C:31]1[C:39]([C:40]#[N:41])=[CH:38][C:34]([C:35](O)=[O:36])=[C:33]([OH:42])[CH:32]=1.ClC(Cl)Cl.C(O)(=O)C>O>[OH2:12].[NH2:30][C:31]1[C:39]([C:40]#[N:41])=[CH:38][C:34]([C:35]([NH:1][C@@H:2]2[CH2:7][CH2:6][N:5]([CH:8]([CH3:28])[CH2:9][C:10]([C:22]3[CH:27]=[CH:26][CH:25]=[CH:24][CH:23]=3)([C:16]3[CH:17]=[CH:18][CH:19]=[CH:20][CH:21]=3)[C:11]([N:13]([CH3:15])[CH3:14])=[O:12])[CH2:4][C@H:3]2[OH:29])=[O:36])=[C:33]([OH:42])[CH:32]=1 |f:5.6|. Reported procedure: To a stirred solution of 3.95 parts of trans-4-amino-3-hydroxy-N,N,γ-trimethyl-α,α-diphenyl-1-piperidinebutanamide and 1.78 parts of 4-amino-5-cyano-2-hydroxybenzoic acid in 150 parts of trichloromethane were added 3.1 parts of N,N'-methanetetraylbis[cyclohexanamine] and stirring was continued over weekend at room temperature. The reaction mixture was acidified with an acetic acid solution in water. The separated organic layer was washed with water, dried, filtered and evaporated. The residue wa... The reactants are O=c1ccn2c3ccc(Br)cc3c3cc(O)cc1c32, CC(C)(C)OC(=O)CBr, O=C([O-])[O-], CS(C)=O, [K+], [K+], O. The product is CC(C)(C)OC(=O)COc1cc2c(=O)ccn3c4ccc(Br)cc4c(c1)c23. RXN SMILES: [Br:1][c:2]1[cH:3][cH:4][c:5]2[n:6]3[c:7]4[c:8]([cH:9][c:10]([OH:15])[cH:11][c:12]4[c:13]2[cH:14]1)[c:16](=[O:19])[cH:17][cH:18]3.[Br:26][CH2:27][C:28](=[O:29])[O:30][C:31]([CH3:32])([CH3:33])[CH3:34].[C:20](=[O:21])([O-:22])[O-:23].[CH3:36][S:37](=[O:38])[CH3:39].[K+:24].[K+:25].[OH2:35]>>[Br:1][c:2]1[cH:3][cH:4][c:5]2[n:6]3[c:7]4[c:8]([cH:9][c:10]([O:15][CH2:27][C:28](=[O:29])[O:30][C:31]([CH3:32])([CH3:33])[CH3:34])[cH:11][c:12]4[c:13]2[cH:14]1)[c:16](=[O:19])[cH:17][cH:18]3. Reactants: [H-].[Na+] (sodium hydride), ClC1=C(C2CO2)C=CC=C1 (o-chlorostyrene oxide), [I-].C[S+](C)C (trimethylsulfonium iodide). Yields the product ClC1=C(C=O)C=CC=C1 (o-chlorobenzaldehyde). As a reaction SMILES: [H-].[Na+].[I-].C[S+](C)C.[Cl:8][C:9]1[CH:17]=[CH:16][CH:15]=[CH:14][C:10]=1[CH:11]1[O:13]C1>>[Cl:8][C:9]1[CH:17]=[CH:16][CH:15]=[CH:14][C:10]=1[CH:11]=[O:13] |f:0.1,2.3|. Procedure details: Following the procedure of Example 13 and employing 42.0 g. of 57% dispersion of sodium hydride in mineral oil, 200 g. (1.0 mol) of trimethylsulfonium iodide and 70.4 g. (0.50 mol) of o-chlorobenzaldehyde there is obtained o-chlorostyrene oxide. Reactants: COC(=O)c1cc(Br)cc2c1OC(c1ccccc1)(c1ccccc1)O2, Brc1nccs1, [K+], [K+], [K+], CC(=O)[O-], O=C([O-])[O-], c1ccc(P(c2ccccc2)(c2ccccc2)[Pd](P(c2ccccc2)(c2ccccc2)c2ccccc2)(P(c2ccccc2)(c2ccccc2)c2ccccc2)P(c2ccccc2)(c2ccccc2)c2ccccc2)cc1. The product is COC(=O)c1cc(-c2nccs2)cc2c1OC(c1ccccc1)(c1ccccc1)O2. RXN SMILES: [Br:1][c:2]1[cH:3][c:4]([C:23](=[O:24])[O:25][CH3:26])[c:5]2[c:6]([cH:22]1)[O:7][C:8]([c:10]1[cH:11][cH:12][cH:13][cH:14][cH:15]1)([c:16]1[cH:17][cH:18][cH:19][cH:20][cH:21]1)[O:9]2.[Br:32][c:33]1[s:34][cH:35][cH:36][n:37]1.[K+:31].[K+:38].[K+:39].[O-:27][C:28]([CH3:29])=[O:30].[O-:40][C:41]([O-:42])=[O:43].[cH:44]1[cH:45][cH:46][c:47]([P:48]([Pd:49]([P:50]([c:51]2[cH:52][cH:53][cH:54][cH:55][cH:56]2)([c:57]2[cH:58][cH:59][cH:60][cH:61][cH:62]2)[c:63]2[cH:64][cH:65][cH:66][cH:67][cH:68]2)([P:69]([c:70]2[cH:71][cH:72][cH:73][cH:74][cH:75]2)([c:76]2[cH:77][cH:78][cH:79][cH:80][cH:81]2)[c:82]2[cH:83][cH:84][cH:85][cH:86][cH:87]2)[P:88]([c:89]2[cH:90][cH:91][cH:92][cH:93][cH:94]2)([c:95]2[cH:96][cH:97][cH:98][cH:99][cH:100]2)[c:101]2[cH:102][cH:103][cH:104][cH:105][cH:106]2)([c:107]2[cH:108][cH:109][cH:110][cH:111][cH:112]2)[c:113]2[cH:114][cH:115][cH:116][cH:117][cH:118]2)[cH:119][cH:120]1>>[c:2]1(-[c:33]2[s:34][cH:35][cH:36][n:37]2)[cH:3][c:4]([C:23](=[O:24])[O:25][CH3:26])[c:5]2[c:6]([cH:22]1)[O:7][C:8]([c:10]1[cH:11][cH:12][cH:13][cH:14][cH:15]1)([c:16]1[cH:17][cH:18][cH:19][cH:20][cH:21]1)[O:9]2. Reactants: N12C[C@H]([C@@H](CC1)C2)O ((+/−)-(3S,4S)-1-azabicyclo[2.2.1]heptan-3-ol), [H-].[Na+] (NaH), N(=C=O)C(C)(C)C1=CC(=CC=C1)C(=C)C (1-(2-isocyanatopropan-2-yl)-3-(prop-1-en-2-yl)benzene). Solvent: C1CCOC1 (THF). Reaction conditions: time 15 minute. Product: N12C[C@H]([C@@H](CC1)C2)OC(NC(C)(C)C2=CC(=CC=C2)C(=C)C)=O ((+/−)-(3S,4S)-1-azabicyclo[2.2.1]heptan-3-yl-2-(3-(prop-1-en-2-yl)phenyl)propan-2-ylcarbamate). Isolated yield 25.7%. RXN SMILES: [N:1]12[CH2:7][C@H:4]([CH2:5][CH2:6]1)[C@H:3]([OH:8])[CH2:2]2.[H-].[Na+].[N:11]([C:14]([C:17]1[CH:22]=[CH:21][CH:20]=[C:19]([C:23]([CH3:25])=[CH2:24])[CH:18]=1)([CH3:16])[CH3:15])=[C:12]=[O:13]>C1COCC1>[N:1]12[CH2:7][C@H:4]([CH2:5][CH2:6]1)[C@H:3]([O:8][C:12](=[O:13])[NH:11][C:14]([C:17]1[CH:22]=[CH:21][CH:20]=[C:19]([C:23]([CH3:25])=[CH2:24])[CH:18]=1)([CH3:16])[CH3:15])[CH2:2]2 |f:1.2|. Reported procedure: To a solution of (+/−)-(3S,4S)-1-azabicyclo[2.2.1]heptan-3-ol (294 mg, 2.6 mmol) in THF (5 mL) at room temperature was added NaH [60%, oil] (107 mg, 2.67 mmol). The reaction mixture was stirred for 15 min and 1-(2-isocyanatopropan-2-yl)-3-(prop-1-en-2-yl)benzene (344 uL, 1.73 mmol) was added dropwise. The reaction was stirred for a period of 30 min and quenched with brine. The solution was extracted with EtOAc and the organic layer was dried over Na2SO4 and concentrated. The crude material was p...